From a dataset of the Open Reaction Database (ORD), a public repository of structured organic reaction records. describe an organic reaction: reactants, conditions, products, and yield Starting materials: CCOCC, COc1ccc(CO)cc1, C=CC(C)=O, O=S(=O)(O)O. Product: COc1ccc(COCCC(C)=O)cc1. As a reaction SMILES: [CH2:21]([O:22][CH2:23][CH3:24])[CH3:25].[CH3:1][O:2][c:3]1[cH:4][cH:5][c:6]([CH2:7][OH:8])[cH:9][cH:10]1.[CH:11](=[CH2:12])[C:13](=[O:14])[CH3:15].[S:16](=[O:17])(=[O:18])([OH:19])[OH:20]>>[CH3:1][O:2][c:3]1[cH:4][cH:5][c:6]([CH2:7][O:8][CH2:12][CH2:11][C:13](=[O:14])[CH3:15])[cH:9][cH:10]1. Reactants: CC1(CCCC2(C3C1C(C2=C)CC3)C)C (Longifolene), B(F)(F)F (BF3), C1(=CC=CC=C1)C (toluene). Run at temperature 100 celsius, time 3 hour. Yields the product CC1(CCC=C2C13CCC(C3)C2(C)C)C (Isolongifolene). RXN SMILES: [CH3:1][C:2]1([CH3:15])[CH:8]2[CH:9]3[CH2:12][CH2:13][CH:7]2[C:6](C)([C:10]3=[CH2:11])[CH2:5][CH2:4][CH2:3]1.B(F)(F)F.[C:20]1(C)C=CC=CC=1>>[CH3:15][C:2]1([CH3:1])[C:7]23[CH2:8][CH:9]([C:10]([CH3:11])([CH3:20])[C:6]2=[CH:5][CH2:4][CH2:3]1)[CH2:12][CH2:13]3. Procedure: Over a period of 30 minutes 240 g (0.79 mol ) of Longifolene (1) (80% ex Indian oil of turpentine [a]D=+39.4°) were dropped into a heated solution (60 ° C.) of 90 g toluene and 10 g (0.07 tool ) BF3 -etherate. This was stirred at 100 ° C. for 3 hours, than cooled down to room temperature and neutralized. After drying above Na2SO4 the solvent was distilled at reduced pressure. A raw product of 198 g (of 70.2% according to GLC) remained. The reactants are CO, O=C(O)C=Cc1ccc(C(F)(F)F)cc1. Product: O=C(O)CCc1ccc(C(F)(F)F)cc1. Reaction SMILES: [CH3:16][OH:17].[F:1][C:2]([c:3]1[cH:4][cH:5][c:6]([CH:7]=[CH:8][C:9](=[O:10])[OH:11])[cH:12][cH:13]1)([F:14])[F:15]>>[F:1][C:2]([c:3]1[cH:4][cH:5][c:6]([CH2:7][CH2:8][C:9](=[O:10])[OH:11])[cH:12][cH:13]1)([F:14])[F:15]. Reactants: [Al+3], [H-], [H-], [H-], [H-], [H][H], [Li+], [Na+], C1CCOC1, [OH-], O, CN1CCC(O)C2(CCCNC2=O)C1. Reaction SMILES: [Al+3:16].[H-:15].[H-:18].[H-:19].[H-:20].[H:21][H:22].[Li+:17].[Na+:24].[O:25]1[CH2:26][CH2:27][CH2:28][CH2:29]1.[OH-:23].[OH2:30].[OH:1][CH:2]1[CH2:3][CH2:4][N:5]([CH3:14])[CH2:6][C:7]12[CH2:8][CH2:9][CH2:10][NH:11][C:12]2=[O:13]>>[OH:1][CH:2]1[CH2:3][CH2:4][N:5]([CH3:14])[CH2:6][C:7]12[CH2:8][CH2:9][CH2:10][NH:11][CH2:12]2. The product is CN1CCC(O)C2(CCCNC2)C1. The reactants are CN1CCN(C2CCc3cc(C(=O)O)ccc3C2)CC1, Cl, Cl, C1CNC(CN2CCCC2)C1. The product is CN1CCN(C2CCc3cc(C(=O)N4CCCC4CN4CCCC4)ccc3C2)CC1. Reaction SMILES: [CH3:3][N:4]1[CH2:5][CH2:6][N:7]([CH:10]2[CH2:11][c:12]3[cH:13][cH:14][c:15]([C:20](=[O:21])[OH:22])[cH:16][c:17]3[CH2:18][CH2:19]2)[CH2:8][CH2:9]1.[ClH:1].[ClH:2].[NH:23]1[CH:24]([CH2:28][N:29]2[CH2:30][CH2:31][CH2:32][CH2:33]2)[CH2:25][CH2:26][CH2:27]1>>[CH3:3][N:4]1[CH2:5][CH2:6][N:7]([CH:10]2[CH2:11][c:12]3[cH:13][cH:14][c:15]([C:20](=[O:22])[N:23]4[CH:24]([CH2:28][N:29]5[CH2:30][CH2:31][CH2:32][CH2:33]5)[CH2:25][CH2:26][CH2:27]4)[cH:16][c:17]3[CH2:18][CH2:19]2)[CH2:8][CH2:9]1.